From a dataset of the Open Reaction Database (ORD), a public repository of structured organic reaction records. describe an organic reaction: reactants, conditions, products, and yield Reactants: O=C[C@H](O)[C@@H](O)[C@H](O)[C@H](O)CO (Dextrose), C(C(O)C)(=O)O (lactic acid), OC1[C@H](N)[C@@H](O)[C@H](O)[C@H](O1)CO (glucosamine), Cl (HCl). Yields the product C(C(O)C)(=O)N[C@H]1C(O)O[C@@H]([C@H]([C@@H]1O)O)CO (N-Lactoyl-Glucosamine). As a reaction SMILES: [C:1](O)(=[O:5])[CH:2]([CH3:4])[OH:3].[OH:7][CH:8]1[O:16][C@H:15]([CH2:17][OH:18])[C@@H:13]([OH:14])[C@H:11]([OH:12])[C@H:9]1[NH2:10].Cl.O=C[C@@H]([C@H]([C@@H]([C@@H](CO)O)O)O)O>>[C:1]([NH:10][C@@H:9]1[C@@H:11]([OH:12])[C@H:13]([OH:14])[C@@H:15]([CH2:17][OH:18])[O:16][CH:8]1[OH:7])(=[O:5])[CH:2]([CH3:4])[OH:3]. Procedure details: 75 g of lactic acid (90% pure) was mixed with 22.5 g of glucosamine.HCl and 2.5 g of Dextrose. The mixture was reacted at 120 C for 4 hours. The reacted mixture was cooled down and stored at 4 C. The reactants are ClC1=CC=C(COC=2C=NC=CC2C(CCCC)N2C=NC=C2)C=C1 (3-(4-chlorobenzyloxy)-4-[1-(1-imidazolyl)-pentyl]-pyridine), ClC1=CC(=CC=C1)C(=O)OO (m-chloroperbenzoic acid). Product: ClC1=CC=C(COC=2C=[N+](C=CC2C(CCCC)N2C=NC=C2)[O-])C=C1 (3-(4-chlorobenzyloxy)-4-[1-(1-imidazolyl)-pentyl]-pyridine-N-oxide). RXN SMILES: [Cl:1][C:2]1[CH:25]=[CH:24][C:5]([CH2:6][O:7][C:8]2[CH:9]=[N:10][CH:11]=[CH:12][C:13]=2[CH:14]([N:19]2[CH:23]=[CH:22][N:21]=[CH:20]2)[CH2:15][CH2:16][CH2:17][CH3:18])=[CH:4][CH:3]=1.ClC1C=CC=C(C(OO)=[O:34])C=1>>[Cl:1][C:2]1[CH:3]=[CH:4][C:5]([CH2:6][O:7][C:8]2[CH:9]=[N+:10]([O-:34])[CH:11]=[CH:12][C:13]=2[CH:14]([N:19]2[CH:23]=[CH:22][N:21]=[CH:20]2)[CH2:15][CH2:16][CH2:17][CH3:18])=[CH:24][CH:25]=1. Procedure: 0.624 g of 3-(4-chlorobenzyloxy)-4-[1-(1-imidazolyl)-pentyl]-pyridine is reacted analogously to example 15 with 0.410 g of m-chloroperbenzoic acid to the title compound. RXN SMILES: [C:1]([CH3:2])(=[O:3])[NH:4][c:5]1[cH:6][c:7]2[c:11]([cH:12][c:13]1[Br:14])[C:10](=[O:15])[CH2:9][CH2:8]2.[CH3:31][OH:32].[NH2:16][c:17]1[cH:18][c:19]([F:30])[c:20]([C:21](=[O:22])[O:23][C:24]([CH3:25])([CH3:26])[CH3:27])[cH:28][cH:29]1>>[C:1]([CH3:2])(=[O:3])[NH:4][c:5]1[cH:6][c:7]2[c:11]([cH:12][c:13]1[Br:14])[CH:10]([NH:16][c:17]1[cH:18][c:19]([F:30])[c:20]([C:21](=[O:22])[O:23][C:24]([CH3:25])([CH3:26])[CH3:27])[cH:28][cH:29]1)[CH2:9][CH2:8]2. The product is CC(=O)Nc1cc2c(cc1Br)C(Nc1ccc(C(=O)OC(C)(C)C)c(F)c1)CC2. The reactants are CC(=O)Nc1cc2c(cc1Br)C(=O)CC2, CO, CC(C)(C)OC(=O)c1ccc(N)cc1F. Yields the product O1N=C(N=C1)C1=CC=C(C=C1)[C@@H]1N(CCN(C1)C(=O)OC(C)(C)C)C(=O)OC(C)(C)C (di-tert-butyl (2S)-2-(4-([1,2,4]oxadiazol-3-yl)phenyl)-piperazine-1,4-dicarboxylate). Reported procedure: Hydroxylamine hydrochloride (1.3 g, 20.2 mmol) and sodium carbonate (3.4 g, 32.1 mmol) were added to a solution of di-tert-butyl (2S)-2-(4-cyanophenyl)piperazine-1,4-dicarboxylate (2.5 g, 6.45 mmol) in ethanol (15 ml) and water (15 ml) at the room temperature and the solution was stirred at 80° C. for 2 hours. The mixture was partitioned between water and chloroform. The organic layer was washed with brine, dried over magnesium sulfate and concentrated in vacuo. Triethyl orthoformate (9.6 g, 64.... Yield: 69.9%. Run in C(C)O (ethanol), O (water), C1(=CC=CC=C1)C (toluene). RXN SMILES: Cl.[NH2:2]O.[C:4](=[O:7])([O-])[O-].[Na+].[Na+].[C:10]([C:12]1[CH:17]=[CH:16][C:15]([C@H:18]2[CH2:23][N:22]([C:24]([O:26][C:27]([CH3:30])([CH3:29])[CH3:28])=[O:25])[CH2:21][CH2:20][N:19]2[C:31]([O:33][C:34]([CH3:37])([CH3:36])[CH3:35])=[O:32])=[CH:14][CH:13]=1)#[N:11].C(OCC)(OCC)OCC.O.C1(C)C=CC(S(O)(=O)=O)=CC=1>C(O)C.O.C1(C)C=CC=CC=1>[O:7]1[CH:4]=[N:2][C:10]([C:12]2[CH:13]=[CH:14][C:15]([C@H:18]3[CH2:23][N:22]([C:24]([O:26][C:27]([CH3:29])([CH3:30])[CH3:28])=[O:25])[CH2:21][CH2:20][N:19]3[C:31]([O:33][C:34]([CH3:37])([CH3:36])[CH3:35])=[O:32])=[CH:16][CH:17]=2)=[N:11]1 |f:0.1,2.3.4,7.8|. Starting materials: Cl.NO (Hydroxylamine hydrochloride), C([O-])([O-])=O.[Na+].[Na+] (sodium carbonate), C(#N)C1=CC=C(C=C1)[C@@H]1N(CCN(C1)C(=O)OC(C)(C)C)C(=O)OC(C)(C)C (di-tert-butyl (2S)-2-(4-cyanophenyl)piperazine-1,4-dicarboxylate), C(OCC)(OCC)OCC (Triethyl orthoformate), O.C1(=CC=C(C=C1)S(=O)(=O)O)C (p-toluenesulfonic acid monohydrate). Conditions: temperature 80 celsius, time 2 hour. The reactants are Heterocyclic, C(C)C(CO)C(C)=O (2-ethyl-3-oxobutanol), [Na] (sodium), C(#N)CC(=O)N (cyanoacetamide), C(C)(=O)[O-].[NH2+]1CCCCC1 (piperidinium acetate). Solvent: C(C)(=O)O (acetic acid), O (water). Product: C(#N)C=1C(NC(=C(C1)CC)C)=O (3-cyano-5-ethyl-6-methyl-2-(1H)-pyridinone). RXN SMILES: [CH2:1]([CH:3]([C:6](=O)[CH3:7])[CH2:4]O)[CH3:2].[Na].[C:10]([CH2:12][C:13]([NH2:15])=[O:14])#[N:11].C([O-])(=O)C.[NH2+]1CCCCC1>O.C(O)(=O)C>[C:10]([C:12]1[C:13](=[O:14])[NH:15][C:1]([CH3:2])=[C:3]([CH2:6][CH3:7])[CH:4]=1)#[N:11] |f:3.4,^1:8|. Procedure: Accordingly to the method described in J. Heterocyclic Chem., 24, 351 (1987), a mixture 2-ethyl-3-oxobutanol, sodium salt (37.5 g, 0.275 mol), cyanoacetamide (25.2 g, 0.30 mol), aqueous piperidinium acetate (22 mL) [prepared from glacial acetic acid (4.2 mL), water (10 mL) and piperidine (7.2 mL)] in water (775 ml) was refluxed for four hours. Glacial acetic acid (30 ml) was added cautiously (much foaming) as the product precipitated. Upon cooling to room temperature, the product was collected b... Starting materials: COC1=CC=C(CN(C2=NC=C(C=N2)C=2C3=C(N=C(N2)N2CCOCC2)NCC3)CC3=CC=C(C=C3)OC)C=C1 (bis-(4-methoxy-benzyl)-[5-(2-morpholin-4-yl-6,7-dihydro-5H-pyrrolo[2,3-d]pyrimidin-4-yl)-pyrimidin-2-yl]-amine), BrC1=C(C=C(C=C1)C(=O)N1CCN(CC1)CC)C ((4-bromo-3-methyl-phenyl)-(4-ethyl-piperazin-1-yl)-methanone). The product is COC1=CC=C(CN(C2=NC=C(C=N2)C=2C3=C(N=C(N2)N2CCOCC2)N(CC3)C3=C(C=C(C=C3)C(=O)N3CCN(CC3)CC)C)CC3=CC=C(C=C3)OC)C=C1 ([4-(4-{2-[bis-(4-methoxy-benzyl)-amino]-pyrimidin-5-yl}-2-morpholin-4-yl-5,6-dihydro-pyrrolo[2,3-d]pyrimidin-7-yl)-3-methyl-phenyl]-(4-ethyl-piperazin-1-yl)-methanone). Reaction SMILES: [CH3:1][O:2][C:3]1[CH:40]=[CH:39][C:6]([CH2:7][N:8]([CH2:30][C:31]2[CH:36]=[CH:35][C:34]([O:37][CH3:38])=[CH:33][CH:32]=2)[C:9]2[N:14]=[CH:13][C:12]([C:15]3[C:16]4[CH2:29][CH2:28][NH:27][C:17]=4[N:18]=[C:19]([N:21]4[CH2:26][CH2:25][O:24][CH2:23][CH2:22]4)[N:20]=3)=[CH:11][N:10]=2)=[CH:5][CH:4]=1.Br[C:42]1[CH:47]=[CH:46][C:45]([C:48]([N:50]2[CH2:55][CH2:54][N:53]([CH2:56][CH3:57])[CH2:52][CH2:51]2)=[O:49])=[CH:44][C:43]=1[CH3:58]>>[CH3:38][O:37][C:34]1[CH:33]=[CH:32][C:31]([CH2:30][N:8]([CH2:7][C:6]2[CH:5]=[CH:4][C:3]([O:2][CH3:1])=[CH:40][CH:39]=2)[C:9]2[N:10]=[CH:11][C:12]([C:15]3[C:16]4[CH2:29][CH2:28][N:27]([C:42]5[CH:47]=[CH:46][C:45]([C:48]([N:50]6[CH2:55][CH2:54][N:53]([CH2:56][CH3:57])[CH2:52][CH2:51]6)=[O:49])=[CH:44][C:43]=5[CH3:58])[C:17]=4[N:18]=[C:19]([N:21]4[CH2:26][CH2:25][O:24][CH2:23][CH2:22]4)[N:20]=3)=[CH:13][N:14]=2)=[CH:36][CH:35]=1. Procedure: Using bis-(4-methoxy-benzyl)-[5-(2-morpholin-4-yl-6,7-dihydro-5H-pyrrolo[2,3-d]pyrimidin-4-yl)-pyrimidin-2-yl]-amine (100 mg) and (4-bromo-3-methyl-phenyl)-(4-ethyl-piperazin-1-yl)-methanone (162 mg) instead of 4-chloropicolinic acid t-butylamide, in the same manner as Example 1-D-07, a crude product of [4-(4-{2-[bis-(4-methoxy-benzyl)-amino]-pyrimidin-5-yl}-2-morpholin-4-yl-5,6-dihydro-pyrrolo[2,3-d]pyrimidin-7-yl)-3-methyl-phenyl]-(4-ethyl-piperazin-1-yl)-methanone was obtained, and then the P...